Dataset: the Open Reaction Database (ORD), a public repository of structured organic reaction records. Task: describe an organic reaction: reactants, conditions, products, and yield Reactants: O1CC12CCN(CC2)C2=C(C=C(C=C2)N2C(O[C@H](C2)CNC(C)=O)=O)F ((S)—N-{3-[4-(1-oxa-6-aza-spiro[2.5]oct-6-yl)-3-fluorophenyl]-2-oxo-oxazolidin-5-ylmethyl}-acetamide), B(F)(F)F (BF3), O1CCCC1 (tetrahydrofuran). Yields the product O1CCOCC12CCN(CC2)C2=C(C=C(C=C2)N2C(O[C@H](C2)CNC(C)=O)=O)F ((S)—N-{3-[4-(1,4-dioxa-9-aza-spiro[5.5]undec-9-yl)-3-fluorophenyl]-2-oxo-oxazolidin-5-ylmethyl}-acetamide). The yield is 44.0%. Reaction SMILES: [O:1]1[C:3]2([CH2:8][CH2:7][N:6]([C:9]3[CH:14]=[CH:13][C:12]([N:15]4[CH2:19][C@H:18]([CH2:20][NH:21][C:22](=[O:24])[CH3:23])[O:17][C:16]4=[O:25])=[CH:11][C:10]=3[F:26])[CH2:5][CH2:4]2)[CH2:2]1.B(F)(F)F.[O:31]1CC[CH2:33][CH2:32]1>>[O:1]1[C:3]2([CH2:4][CH2:5][N:6]([C:9]3[CH:14]=[CH:13][C:12]([N:15]4[CH2:19][C@H:18]([CH2:20][NH:21][C:22](=[O:24])[CH3:23])[O:17][C:16]4=[O:25])=[CH:11][C:10]=3[F:26])[CH2:7][CH2:8]2)[CH2:2][O:31][CH2:32][CH2:33]1. Reported procedure: A mixture of (S)—N-{3-[4-(1-oxa-6-aza-spiro[2.5]oct-6-yl)-3-fluorophenyl]-2-oxo-oxazolidin-5-ylmethyl}-acetamide (0.275 mmol) ethylene glycol (0.330 mmol) and Catalytic amount of BF3.etharate in 10 ml tetrahydrofuran was stirred under reflux for 2 hours. The reaction mixture was evaporated to the dryness under vacuum. The residue obtained was purified on the silica gel column chromatography to provide title compound in 44% yield.